From a dataset of the Open Reaction Database (ORD), a public repository of structured organic reaction records. describe an organic reaction: reactants, conditions, products, and yield Reactants: C1COCCN1, CC#N, CCN(C(C)C)C(C)C, O=C(Nc1ccc(F)c(Cl)c1)c1nonc1CCCCS(=O)(=O)[O-]. RXN SMILES: [CH2:34]1[CH2:35][O:36][CH2:37][CH2:38][NH:39]1.[CH3:40][C:41]#[N:42].[CH:25]([N:26]([CH2:27][CH3:28])[CH:29]([CH3:30])[CH3:31])([CH3:32])[CH3:33].[Cl:1][c:2]1[cH:3][c:4]([NH:9][C:10](=[O:11])[c:12]2[c:13]([CH2:17][CH2:18][CH2:19][CH2:20][S:21]([O-:22])(=[O:23])=[O:24])[n:14][o:15][n:16]2)[cH:5][cH:6][c:7]1[F:8]>>[Cl:1][c:2]1[cH:3][c:4]([NH:9][C:10](=[O:11])[c:12]2[c:13]([CH2:17][CH2:18][CH2:19][N:39]3[CH2:34][CH2:35][O:36][CH2:37][CH2:38]3)[n:14][o:15][n:16]2)[cH:5][cH:6][c:7]1[F:8]. Yields the product O=C(Nc1ccc(F)c(Cl)c1)c1nonc1CCCN1CCOCC1. Starting materials: Cc1cn(C2(F)OC(C(O)C(=O)C(C)(C)C)C(O)C2(F)F)c(=O)[nH]c1=O, O=C(Cl)c1cccnc1, CCCCCC, Cl, O, c1ccncc1. Product: Cc1cn(C2(F)OC(C(O)C(=O)C(C)(C)C)C(O)(C(=O)c3cccnc3)C2(F)F)c(=O)[nH]c1=O. As a reaction SMILES: [C:1]([C:2]([CH3:3])([CH3:4])[CH3:5])(=[O:6])[CH:7]([CH:8]1[CH:9]([OH:25])[C:10]([F:23])([F:24])[C:11]([n:13]2[c:14](=[O:15])[nH:16][c:17](=[O:18])[c:19]([CH3:20])[cH:21]2)([F:22])[O:12]1)[OH:26].[C:28]([c:29]1[cH:30][n:31][cH:32][cH:33][cH:34]1)(=[O:35])[Cl:36].[CH3:38][CH2:39][CH2:40][CH2:41][CH2:42][CH3:43].[ClH:27].[OH2:37].[cH:44]1[cH:45][cH:46][n:47][cH:48][cH:49]1>>[C:1]([C:2]([CH3:3])([CH3:4])[CH3:5])(=[O:6])[CH:7]([CH:8]1[C:9]([OH:25])([C:28]([c:29]2[cH:30][n:31][cH:32][cH:33][cH:34]2)=[O:35])[C:10]([F:23])([F:24])[C:11]([n:13]2[c:14](=[O:15])[nH:16][c:17](=[O:18])[c:19]([CH3:20])[cH:21]2)([F:22])[O:12]1)[OH:26]. The reactants are CC1CCNCC1, CCO, O=C(c1ccc(Cl)cc1)c1cc([N+](=O)[O-])ccc1Cl, [K+], [K+], O=C([O-])[O-]. Yields the product CC1CCN(c2ccc([N+](=O)[O-])cc2C(=O)c2ccc(Cl)cc2)CC1. Reaction SMILES: [CH3:20][CH:21]1[CH2:22][CH2:23][NH:24][CH2:25][CH2:26]1.[CH3:33][CH2:34][OH:35].[Cl:1][c:2]1[c:3]([C:4](=[O:5])[c:6]2[cH:7][cH:8][c:9]([Cl:12])[cH:10][cH:11]2)[cH:13][c:14]([N+:17](=[O:18])[O-:19])[cH:15][cH:16]1.[K+:27].[K+:28].[O-:29][C:30]([O-:31])=[O:32]>>[c:2]1([N:24]2[CH2:23][CH2:22][CH:21]([CH3:20])[CH2:26][CH2:25]2)[c:3]([C:4](=[O:5])[c:6]2[cH:7][cH:8][c:9]([Cl:12])[cH:10][cH:11]2)[cH:13][c:14]([N+:17](=[O:18])[O-:19])[cH:15][cH:16]1. The reactants are C1CCOC1, CCN(C(C)C)C(C)C, Nc1nc(Cl)c(C=O)c(Cl)n1, NCC(=O)Nc1cccc(C(F)(F)F)c1. Product: Nc1nc(Cl)c(C=O)c(NCC(=O)Nc2cccc(C(F)(F)F)c2)n1. Reaction SMILES: [CH2:36]1[O:37][CH2:38][CH2:39][CH2:40]1.[CH:12]([N:13]([CH2:14][CH3:15])[CH:16]([CH3:17])[CH3:18])([CH3:19])[CH3:20].[NH2:1][c:2]1[n:3][c:4]([Cl:11])[c:5]([CH:9]=[O:10])[c:6]([Cl:8])[n:7]1.[NH2:21][CH2:22][C:23](=[O:24])[NH:25][c:26]1[cH:27][c:28]([C:32]([F:33])([F:34])[F:35])[cH:29][cH:30][cH:31]1>>[NH2:1][c:2]1[n:3][c:4]([NH:21][CH2:22][C:23](=[O:24])[NH:25][c:26]2[cH:27][c:28]([C:32]([F:33])([F:34])[F:35])[cH:29][cH:30][cH:31]2)[c:5]([CH:9]=[O:10])[c:6]([Cl:8])[n:7]1. Reactants: C12(CC3CC(CC(C1)C3)C2)CNC(C2=C(C(=NC=C2)Cl)Cl)=O (N-(1-Adamantylmethyl)-2,3-dichloroisonicotinamide), NCCCNC(OC(C)(C)C)=O (tert-butyl 3-aminopropylcarbamate), C(C)(=O)OCC (Ethyl acetate). Solvent: CS(=O)C (DMSO). The product is C12(CC3CC(CC(C1)C3)C2)CNC(=O)C2=C(C(=NC=C2)NCCCNC(OC(C)(C)C)=O)Cl (tert-Butyl 3-[(4-{[(1-adamantylmethyl)amino]carbonyl}-3-chloropyridin-2-yl)amino]propylcarbamate). Isolated yield 72.9%. RXN SMILES: [C:1]12([CH2:11][NH:12][C:13](=[O:22])[C:14]3[CH:19]=[CH:18][N:17]=[C:16](Cl)[C:15]=3[Cl:21])[CH2:10][CH:5]3[CH2:6][CH:7]([CH2:9][CH:3]([CH2:4]3)[CH2:2]1)[CH2:8]2.[NH2:23][CH2:24][CH2:25][CH2:26][NH:27][C:28](=[O:34])[O:29][C:30]([CH3:33])([CH3:32])[CH3:31].C(OCC)(=O)C>CS(C)=O>[C:1]12([CH2:11][NH:12][C:13]([C:14]3[CH:19]=[CH:18][N:17]=[C:16]([NH:23][CH2:24][CH2:25][CH2:26][NH:27][C:28](=[O:34])[O:29][C:30]([CH3:31])([CH3:33])[CH3:32])[C:15]=3[Cl:21])=[O:22])[CH2:8][CH:7]3[CH2:6][CH:5]([CH2:4][CH:3]([CH2:9]3)[CH2:2]1)[CH2:10]2. Procedure details: N-(1-Adamantylmethyl)-2,3-dichloroisonicotinamide (0.4 g) and tert-butyl 3-aminopropylcarbamate (0.4 g) in DMSO (4 ml) were heated in a sealed tube at 160 C for 5 hrs. Ethyl acetate was added and the solution was washed with NaHCO3 solution, water, KHSO4 solution and water. The solution was dried and the solvent was evaporated. The resulting oil was subjected to flash chromatography, using ethyl acetate/hexane as eluant, to give the title compound as a colourless oil (0.41 g). Reactants: C(C)C1=C(C=C(C=C1)C1CC(CN(C1)C(=O)N1CCSCC1)C(=O)OC)F (methyl 5-(4-ethyl-3-fluorophenyl)-1-(thiomorpholin-4-ylcarbonyl)piperidine-3-carboxylate), CC(C)([O-])C.[K+] (potassium tert-butoxide). Yields the product C(C)C1=C(C=C(C=C1)C1CC(CN(C1)C(=O)N1CCSCC1)C(=O)O)F (5-(4-Ethyl-3-fluorophenyl)-1-(thiomorpholin-4-ylcarbonyl)piperidine-3-carboxylic acid). RXN SMILES: [CH2:1]([C:3]1[CH:8]=[CH:7][C:6]([CH:9]2[CH2:14][N:13]([C:15]([N:17]3[CH2:22][CH2:21][S:20][CH2:19][CH2:18]3)=[O:16])[CH2:12][CH:11]([C:23]([O:25]C)=[O:24])[CH2:10]2)=[CH:5][C:4]=1[F:27])[CH3:2].CC(C)([O-])C.[K+]>>[CH2:1]([C:3]1[CH:8]=[CH:7][C:6]([CH:9]2[CH2:14][N:13]([C:15]([N:17]3[CH2:22][CH2:21][S:20][CH2:19][CH2:18]3)=[O:16])[CH2:12][CH:11]([C:23]([OH:25])=[O:24])[CH2:10]2)=[CH:5][C:4]=1[F:27])[CH3:2] |f:1.2|. Reported procedure: According to General Method 4A, 1.2 g (3.0 mmol) of methyl 5-(4-ethyl-3-fluorophenyl)-1-(thiomorpholin-4-ylcarbonyl)piperidine-3-carboxylate were reacted with 3.4 g (30.4 mmol) of potassium tert-butoxide. Yield: 599 mg (50% of theory) The reactants are ClC1=C(C(=CC(=C1)Cl)Cl)N=C=S (2,4,6-Trichlorophenyl isothiocyanate), CC(CC)N (2-butylamine), ClCC(=O)O (chloroacetic acid). As a reaction SMILES: [Cl:1][C:2]1[CH:7]=[C:6]([Cl:8])[CH:5]=[C:4]([Cl:9])[C:3]=1[N:10]=[C:11]=[S:12].[CH3:13][CH:14]([NH2:17])[CH2:15][CH3:16].Cl[CH2:19][C:20](O)=[O:21]>>[Cl:1][C:2]1[CH:7]=[C:6]([Cl:8])[CH:5]=[C:4]([Cl:9])[C:3]=1[N:10]=[C:11]1[N:17]([CH:14]([CH2:15][CH3:16])[CH3:13])[C:20](=[O:21])[CH2:19][S:12]1. Product: ClC1=C(C(=CC(=C1)Cl)Cl)N=C1SCC(N1C(C)CC)=O (2-(2,4,6-trichlorophenylimino)-3-(2-butyl)-1,3-thiazolidin-4-one). Reported procedure: 2,4,6-Trichlorophenyl isothiocyanate was reacted with 2-butylamine followed by chloroacetic acid according to Method C8a to afford 2-(2,4,6-trichlorophenylimino)-3-(2-butyl)-1,3-thiazolidin-4-one.